Dataset: the Open Reaction Database (ORD), a public repository of structured organic reaction records. Task: describe an organic reaction: reactants, conditions, products, and yield Reactants: COCC(C)Oc1cc(Oc2ccc3c(c2)OCN(C)C3=O)cc(C(=O)Nc2ccn(C(=O)OC(C)(C)C)n2)c1, ClCCl, O=C(O)C(F)(F)F. Yields the product COCC(C)Oc1cc(Oc2ccc3c(c2)OCN(C)C3=O)cc(C(=O)Nc2cc[nH]n2)c1. As a reaction SMILES: [CH3:8][CH:9]([CH2:10][O:11][CH3:12])[O:13][c:14]1[cH:15][c:16]([C:33](=[O:34])[NH:35][c:36]2[n:37][n:38]([C:41]([O:42][C:43]([CH3:44])([CH3:45])[CH3:46])=[O:47])[cH:39][cH:40]2)[cH:17][c:18]([O:20][c:21]2[cH:22][c:23]3[c:24]([cH:31][cH:32]2)[C:25](=[O:30])[N:26]([CH3:29])[CH2:27][O:28]3)[cH:19]1.[Cl:48][CH2:49][Cl:50].[OH:1][C:2]([C:3]([F:4])([F:5])[F:6])=[O:7]>>[CH3:8][CH:9]([CH2:10][O:11][CH3:12])[O:13][c:14]1[cH:15][c:16]([C:33](=[O:34])[NH:35][c:36]2[n:37][nH:38][cH:39][cH:40]2)[cH:17][c:18]([O:20][c:21]2[cH:22][c:23]3[c:24]([cH:31][cH:32]2)[C:25](=[O:30])[N:26]([CH3:29])[CH2:27][O:28]3)[cH:19]1. Starting materials: COC(CC1=CC2=CC=C(C=C2C(=C1C)OS(=O)(=O)C(F)(F)F)Cl)=O ((6-chloro-3-methyl-4-trifluoromethanesulfonyloxy-naphthalen-2-yl)-acetic acid methyl ester), C1(=CC=CC=C1)P(C1=CC=CC=C1)C1=CC=CC=C1 (Triphenylphosphine), FC1=CC=C(C=C1)NS(=O)(=O)C1=CC=C(C=C1)B(O)O (4-(N-(4-fluorophenyl)sulfamoyl)-phenylboronic acid), aqueous solution, C([O-])([O-])=O.[Na+].[Na+] (sodium carbonate). Reagents/catalysts: C(C)(=O)[O-].[Pd+2].C(C)(=O)[O-] (palladium(II) acetate). Run in O (Water), C(OC)COC (dimethoxyethane). Yields the product COC(CC1=CC2=CC=C(C=C2C(=C1C)C1=CC=C(C=C1)S(NC1=CC=C(C=C1)F)(=O)=O)Cl)=O ({6-chloro-4-[4-(4-fluoro-phenylsulfamoyl)-phenyl]-3-methyl-naphthalen-2-yl}-acetic acid methyl ester). The yield is 8.5%. Reaction SMILES: [CH3:1][O:2][C:3](=[O:25])[CH2:4][C:5]1[C:14]([CH3:15])=[C:13](OS(C(F)(F)F)(=O)=O)[C:12]2[C:7](=[CH:8][CH:9]=[C:10]([Cl:24])[CH:11]=2)[CH:6]=1.C1(P(C2C=CC=CC=2)C2C=CC=CC=2)C=CC=CC=1.[F:45][C:46]1[CH:51]=[CH:50][C:49]([NH:52][S:53]([C:56]2[CH:61]=[CH:60][C:59](B(O)O)=[CH:58][CH:57]=2)(=[O:55])=[O:54])=[CH:48][CH:47]=1.C(=O)([O-])[O-].[Na+].[Na+]>C(COC)OC.C([O-])(=O)C.[Pd+2].C([O-])(=O)C.O>[CH3:1][O:2][C:3](=[O:25])[CH2:4][C:5]1[C:14]([CH3:15])=[C:13]([C:59]2[CH:58]=[CH:57][C:56]([S:53](=[O:54])(=[O:55])[NH:52][C:49]3[CH:50]=[CH:51][C:46]([F:45])=[CH:47][CH:48]=3)=[CH:61][CH:60]=2)[C:12]2[C:7](=[CH:8][CH:9]=[C:10]([Cl:24])[CH:11]=2)[CH:6]=1 |f:3.4.5,7.8.9|. Procedure details: A stirred solution of (6-chloro-3-methyl-4-trifluoromethanesulfonyloxy-naphthalen-2-yl)-acetic acid methyl ester (0.15 g, 0.38 mmol) in dimethoxyethane (5 mL) was purged with argon for 5 minutes at room temperature. Triphenylphosphine (0.016 g, 0.06 mmol), palladium(II) acetate (0.009 g, 0.038 mmol), 4-(N-(4-fluorophenyl)sulfamoyl)-phenylboronic acid (0.15 g, 0.51 mmol) and a 2 M aqueous solution of sodium carbonate (0.6 mL, 1.2 mmol) were added simultaneously to the reaction mixture at room tem... Starting materials: ClC=1C=C(OC2=C(C3=C(N(C(N(C3=O)CCCOC3OCCCC3)=O)C)S2)C(O)C2=CC=C(C=C2)Cl)C=CC1 (6-(3-chlorophenoxy)-5-((4-chlorophenyl)(hydroxy)methyl)-1-methyl-3-(3-(tetrahydro-2H-pyran-2-yloxy)propyl)thieno[2,3-d]pyrimidine-2,4(1H,3H)-dione), [SiH](CC)(CC)CC (Et3SiH), C(=O)(C(F)(F)F)O (TFA). The solvent is CC(OCC)=O (EA), O (water). Reaction conditions: time 15 minute. Product: FC(C(=O)OCCCN1C(N(C2=C(C1=O)C(=C(S2)OC2=CC(=CC=C2)Cl)CC2=CC=C(C=C2)Cl)C)=O)(F)F (3-(5-(4-chlorobenzyl)-6-(3-chlorophenoxy)-1-methyl-2,4-dioxo-1,2-dihydrothieno[2,3-d]pyrimidin-3(4H)-yl)propyl 2,2,2-trifluoroacetate). Yield: 89.5%. RXN SMILES: [Cl:1][C:2]1[CH:3]=[C:4]([CH:37]=[CH:38][CH:39]=1)[O:5][C:6]1[S:27][C:9]2[N:10]([CH3:26])[C:11](=[O:25])[N:12]([CH2:15][CH2:16][CH2:17]OC3CCCCO3)[C:13](=[O:14])[C:8]=2[C:7]=1[CH:28]([C:30]1[CH:35]=[CH:34][C:33]([Cl:36])=[CH:32][CH:31]=1)O.[SiH](CC)(CC)CC.[C:47]([OH:53])([C:49]([F:52])([F:51])[F:50])=[O:48]>CC(=O)OCC.O>[F:50][C:49]([F:52])([F:51])[C:47]([O:53][CH2:17][CH2:16][CH2:15][N:12]1[C:13](=[O:14])[C:8]2[C:7]([CH2:28][C:30]3[CH:31]=[CH:32][C:33]([Cl:36])=[CH:34][CH:35]=3)=[C:6]([O:5][C:4]3[CH:37]=[CH:38][CH:39]=[C:2]([Cl:1])[CH:3]=3)[S:27][C:9]=2[N:10]([CH3:26])[C:11]1=[O:25])=[O:48]. Procedure: To a solution of 6-(3-chlorophenoxy)-5-((4-chlorophenyl)(hydroxy)methyl)-1-methyl-3-(3-(tetrahydro-2H-pyran-2-yloxy)propyl)thieno[2,3-d]pyrimidine-2,4(1H,3H)-dione (45 mg, 0.076 mmol) in TFA (0.9 mL) was added Et3SiH (0.3 mL). The reaction was stirred at RT for 15 min then diluted with EA (20 mL) and water (20 mL). The organic layer was dried over Na2SO4 and concentrated to give 3-(5-(4-chlorobenzyl)-6-(3-chlorophenoxy)-1-methyl-2,4-dioxo-1,2-dihydrothieno[2,3-d]pyrimidin-3(4H)-yl)propyl 2,2,2-t... Reactants: CC(C=O)CSCc1ccccc1, NN1CCOCC1, N#C[Na]. Yields the product CC(CSCc1ccccc1)C(C#N)NN1CCOCC1. Reaction SMILES: [CH2:11]([c:12]1[cH:13][cH:14][cH:15][cH:16][cH:17]1)[S:18][CH2:19][CH:20]([CH:21]=[O:22])[CH3:23].[NH2:1][N:2]1[CH2:3][CH2:4][O:5][CH2:6][CH2:7]1.[Na:8][C:9]#[N:10]>>[NH:1]([N:2]1[CH2:3][CH2:4][O:5][CH2:6][CH2:7]1)[CH:21]([C:9]#[N:10])[CH:20]([CH2:19][S:18][CH2:11][c:12]1[cH:13][cH:14][cH:15][cH:16][cH:17]1)[CH3:23]. Reaction SMILES: [Al+3:18].[Br:1][c:2]1[c:3]([NH2:9])[n:4][cH:5][c:6]([Br:8])[n:7]1.[Cl-:17].[Cl-:19].[Cl-:20].[Cl:21][CH:22]([Cl:23])[CH3:24].[OH2:25].[s:10]1[c:11]([C:15]#[N:16])[cH:12][cH:13][cH:14]1>>[Br:1][c:2]1[c:3]([NH:9][C:15]([c:11]2[s:10][cH:14][cH:13][cH:12]2)=[NH:16])[n:4][cH:5][c:6]([Br:8])[n:7]1. Starting materials: [Al+3], Nc1ncc(Br)nc1Br, [Cl-], [Cl-], [Cl-], CC(Cl)Cl, O, N#Cc1cccs1. Product: N=C(Nc1ncc(Br)nc1Br)c1cccs1. Starting materials: CN(C=O)C (dimethylformamide), FC1=C(CC2(CCCCCC2)O)C=CC=C1 (1-(2-fluorobenzyl)-1-hydroxycycloheptane), [H-].[Na+] (sodium hydride). Run in C1=CC=CC=C1 (benzene), C1=CC=CC=C1 (benzene), ice water. Product: C12(CCCCCC1)OC1=C(C2)C=CC=C1 (Spiro[benzofuran-2(3H),1'-cycloheptane]). Isolated yield 44.2%. Reaction SMILES: [H-].[Na+].F[C:4]1[CH:18]=[CH:17][CH:16]=[CH:15][C:5]=1[CH2:6][C:7]1([OH:14])[CH2:13][CH2:12][CH2:11][CH2:10][CH2:9][CH2:8]1.CN(C)C=O>C1C=CC=CC=1>[C:7]12([CH2:6][C:5]3[CH:15]=[CH:16][CH:17]=[CH:18][C:4]=3[O:14]1)[CH2:13][CH2:12][CH2:11][CH2:10][CH2:9][CH2:8]2 |f:0.1|. Procedure details: To a stirred suspension of 23.32 g of sodium hydride (as a 50% dispersion in mineral oil) in 1.5 liters of benzene (dried over molecular sieves) was rapidly added a solution of 69.9 g of 1-(2-fluorobenzyl)-1-hydroxycycloheptane in 500 ml of benzene. After the addition the mixture was heated to reflux under nitrogen, and 100 ml of dimethylformamide (distilled over BaO) was added to the refluxing mixture. After 118 hours of reflux, the mixture was cooled in ice water and treated with 2.0 liters di... Starting materials: FC=1C=C(C=CC1F)O (3,4-difluorophenol), [H-].[Na+] (NaH), Cl (HCl), FC1=C(C=CC(=C1)CCC)C1=CC(=C(C=C1)CBr)F (2′-fluoro-4′-propyl-3-fluoro-4-bromomethylbiphenyl). Solvent: CN(C=O)C (DMF), CN(C=O)C (dimethyl formamide). Reaction conditions: time 1 hour. The product is FC=1C=C(C=CC1F)OCC1=C(C=C(C=C1)C1=C(C=C(C=C1)CCC)F)F ((2′-fluoro-4′-propyl-3-fluorobiphenyl-4-yl)methyl 3,4-difluorophenyl ether). Reaction SMILES: [H-].[Na+].[F:3][C:4]1[CH:5]=[C:6]([OH:11])[CH:7]=[CH:8][C:9]=1[F:10].[F:12][C:13]1[CH:18]=[C:17]([CH2:19][CH2:20][CH3:21])[CH:16]=[CH:15][C:14]=1[C:22]1[CH:27]=[CH:26][C:25]([CH2:28]Br)=[C:24]([F:30])[CH:23]=1.Cl>CN(C)C=O>[F:3][C:4]1[CH:5]=[C:6]([O:11][CH2:28][C:25]2[CH:26]=[CH:27][C:22]([C:14]3[CH:15]=[CH:16][C:17]([CH2:19][CH2:20][CH3:21])=[CH:18][C:13]=3[F:12])=[CH:23][C:24]=2[F:30])[CH:7]=[CH:8][C:9]=1[F:10] |f:0.1|. Reported procedure: Into the mixture of 0.6 g (13.8 mmol) of NaH and 3 ml of dimethyl formamide (DMF), a solution of 1.8 g (13.8 mmol) of 3,4-difluorophenol dissolved in 20 ml of DMF was added dropwise, and the mixture was stirred for 1 hour. Into this mixture, 3.0 g (9.2 mmol) of 2′-fluoro-4′-propyl-3-fluoro-4-bromomethylbiphenyl was added, and the mixture was heated and refluxed for 4 hours. The reaction mixture was poured into 50 ml of 1N-HCl and extracted by 100 ml of ethyl acetate, and the obtained organic lay... The reactants are COC(=O)C=CC(NC(=O)OC(C)(C)C)C1CCCCC1, CO. Product: COC(=O)CCC(NC(=O)OC(C)(C)C)C1CCCCC1. RXN SMILES: [CH3:1][O:2][C:3]([CH:4]=[CH:5][CH:6]([CH:7]1[CH2:8][CH2:9][CH2:10][CH2:11][CH2:12]1)[NH:13][C:14](=[O:15])[O:16][C:17]([CH3:18])([CH3:19])[CH3:20])=[O:21].[CH3:22][OH:23]>>[CH3:1][O:2][C:3]([CH2:4][CH2:5][CH:6]([CH:7]1[CH2:8][CH2:9][CH2:10][CH2:11][CH2:12]1)[NH:13][C:14](=[O:15])[O:16][C:17]([CH3:18])([CH3:19])[CH3:20])=[O:21].